This data is from the Open Reaction Database (ORD), a public repository of structured organic reaction records. The task is: describe an organic reaction: reactants, conditions, products, and yield Starting materials: C(C1=CC=CC=C1)[C@H]1N=C2C=3NC(=NC3N(C(N2C1)=O)CC(=O)OC)C1CCCC1 ((R)-8-benzyl-2-cyclopentyl-7,8-dihydro-4-methoxycarbonylmethyl-1H-imidazo[2,1-i]purin-5(4H)-one), C(C1=CC=CC=C1)[C@H]1N=C2C=3NC(=NC3N(C(N2C1)=O)CCC)C1(CCCC1)O ((R)-8-Benzyl-7,8-dihydro-2-(1-hydroxycyclopentyl)-4-(n-propyl)-1H-imidazo[2,1-i]purin-5(4H)-one). Yields the product C(C1=CC=CC=C1)N1C(=NC=2N(C(N3C(C12)=N[C@@H](C3)CC3=CC=CC=C3)=O)CC(=O)OC)C3CCCC3 ((R)-1,8-dibenzyl-2-cyclopentyl-7,8-dihydro-4-methoxycarbonylmethyl-1H-imidazo[2,1-i]purin-5(4H)-one), C(C1=CC=CC=C1)[C@H]1N=C2C=3NC(=NC3N(C(N2C1)=O)CC(=O)OC)C1CCCC1 ((R)-8-benzyl-2-cyclopentyl-7,8-dihydro-4-methoxycarbonylmethyl-1H-imidazo[2,1-i]purin-5(4H)-one). Yield: 29.0%. As a reaction SMILES: [CH2:1]([C@@H:8]1[CH2:19][N:18]2[C:10]([C:11]3[NH:12][C:13]([CH:26]4[CH2:30][CH2:29][CH2:28][CH2:27]4)=[N:14][C:15]=3[N:16]([CH2:21][C:22]([O:24][CH3:25])=[O:23])[C:17]2=[O:20])=[N:9]1)[C:2]1[CH:7]=[CH:6][CH:5]=[CH:4][CH:3]=1.[CH2:31]([C@@H]1CN2C(C3NC(C4(O)CCCC4)=NC=3N(CCC)C2=O)=N1)[C:32]1[CH:37]=[CH:36][CH:35]=[CH:34][CH:33]=1>>[CH2:31]([N:12]1[C:11]2[C:10]3=[N:9][C@H:8]([CH2:1][C:2]4[CH:7]=[CH:6][CH:5]=[CH:4][CH:3]=4)[CH2:19][N:18]3[C:17](=[O:20])[N:16]([CH2:21][C:22]([O:24][CH3:25])=[O:23])[C:15]=2[N:14]=[C:13]1[CH:26]1[CH2:27][CH2:28][CH2:29][CH2:30]1)[C:32]1[CH:37]=[CH:36][CH:35]=[CH:34][CH:33]=1.[CH2:1]([C@@H:8]1[CH2:19][N:18]2[C:10]([C:11]3[NH:12][C:13]([CH:26]4[CH2:27][CH2:28][CH2:29][CH2:30]4)=[N:14][C:15]=3[N:16]([CH2:21][C:22]([O:24][CH3:25])=[O:23])[C:17]2=[O:20])=[N:9]1)[C:2]1[CH:7]=[CH:6][CH:5]=[CH:4][CH:3]=1. Procedure: Compound 66 (1.87 g, 4.21 mmol) obtained in Example 66 was dissolved in 1,4-dioxane (30 mL), to the solution was added 2 mol/L aqueous sodium hydroxide (15 mL), and the mixture was stirred with heating at 70° C. for 3 hours. The reaction solution was concentrated under reduced pressure, and then the residue was neutralized by addition of concentrated hydrochloric acid. The deposited crystals were collected by filtration, washed with water and dried to obtain (R)-1,8-dibenzyl-2-cyclopentyl-7,8-di... The reactants are N1=C(C=CC=C1)NC(=S)N1CCN(CC1)C(=O)OC(C)(C)C (tert-butyl 4-(pyridin-2-ylcarbamothioyl)piperazine-1-carboxylate), C([O-])([O-])=O.[K+].[K+] (potassium carbonate), IC (iodomethane), CS(=O)C (DMSO). Run in C(C)(=O)OCC (ethyl acetate). Reaction conditions: temperature 25 celsius, time 24 hour. The product is CSC(N1CCN(CC1)C(=O)OC(C)(C)C)=NC1=NC=CC=C1 (tert-butyl 4-(methylthio(pyridin-2-ylimino)methyl)piperazine-1-carboxylate). Yield: 75.1%. RXN SMILES: [N:1]1[CH:6]=[CH:5][CH:4]=[CH:3][C:2]=1[NH:7][C:8]([N:10]1[CH2:15][CH2:14][N:13]([C:16]([O:18][C:19]([CH3:22])([CH3:21])[CH3:20])=[O:17])[CH2:12][CH2:11]1)=[S:9].[C:23](=O)([O-])[O-].[K+].[K+].IC.CS(C)=O>C(OCC)(=O)C>[CH3:23][S:9][C:8](=[N:7][C:2]1[CH:3]=[CH:4][CH:5]=[CH:6][N:1]=1)[N:10]1[CH2:15][CH2:14][N:13]([C:16]([O:18][C:19]([CH3:22])([CH3:21])[CH3:20])=[O:17])[CH2:12][CH2:11]1 |f:1.2.3|. Procedure details: Part B: A mixture of tert-butyl 4-(pyridin-2-ylcarbamothioyl)piperazine-1-carboxylate (15.30 g, 47.5 mmol), potassium carbonate (13.10 g, 95.0 mmol), iodomethane (3.00 mL, 47.5 mmol), and DMSO (200 mL) was stirred at 25° C. for 24 h. The reaction mixture was diluted with ethyl acetate, washed with water (×4) and brine, dried over anhyd. sodium sulfate, filtered, and concentrated to provide tert-butyl 4-(methylthio(pyridin-2-ylimino)methyl)piperazine-1-carboxylate (12.00 g) as a waxy solid; 1H NM... Yields the product Cc1cc(OCc2ccccc2)cc(C)c1CC(=O)O. RXN SMILES: [CH2:1]([c:2]1[cH:3][cH:4][cH:5][cH:6][cH:7]1)[O:8][c:9]1[cH:10][c:11]([CH3:27])[c:12]([CH2:16][C:17](=[O:18])[O:19][CH2:20][c:21]2[cH:22][cH:23][cH:24][cH:25][cH:26]2)[c:13]([CH3:15])[cH:14]1.[CH3:28][OH:29].[Na+:31].[OH-:30].[OH2:32]>>[CH2:1]([c:2]1[cH:3][cH:4][cH:5][cH:6][cH:7]1)[O:8][c:9]1[cH:10][c:11]([CH3:27])[c:12]([CH2:16][C:17](=[O:18])[OH:19])[c:13]([CH3:15])[cH:14]1. The reactants are Cc1cc(OCc2ccccc2)cc(C)c1CC(=O)OCc1ccccc1, CO, [Na+], [OH-], O.